Dataset: the Open Reaction Database (ORD), a public repository of structured organic reaction records. Task: describe an organic reaction: reactants, conditions, products, and yield Reactants: COCCOC, CCN(C(C)C)C(C)C, CCOC(=O)c1ccc(Cl)nc1, CC(C)(C)OC(=O)N1CCNCC1. Product: CCOC(=O)c1ccc(N2CCN(C(=O)OC(C)(C)C)CC2)nc1. As a reaction SMILES: [CH3:35][O:36][CH2:37][CH2:38][O:39][CH3:40].[CH:26]([N:27]([CH2:28][CH3:29])[CH:30]([CH3:31])[CH3:32])([CH3:33])[CH3:34].[Cl:1][c:2]1[n:3][cH:4][c:5]([C:6](=[O:7])[O:8][CH2:9][CH3:10])[cH:11][cH:12]1.[N:13]1([C:19](=[O:20])[O:21][C:22]([CH3:23])([CH3:24])[CH3:25])[CH2:14][CH2:15][NH:16][CH2:17][CH2:18]1>>[c:2]1([N:16]2[CH2:15][CH2:14][N:13]([C:19](=[O:20])[O:21][C:22]([CH3:23])([CH3:24])[CH3:25])[CH2:18][CH2:17]2)[n:3][cH:4][c:5]([C:6](=[O:7])[O:8][CH2:9][CH3:10])[cH:11][cH:12]1. The reactants are O (water), N([C@@H](CC=1C(=CC(=CC1)O)F)C(=O)O)C(=O)OC(C)(C)C (Boc-Tyr(2-F)-OH), N([C@@H](C(C)C)C(=O)N([C@@H](CC1=CC(=C(C=C1)O)C(C)(C)C)C(=O)N)C)C (N-Me-Val-N-Me-Tyr(3-tBu)-NH2), TEA. Run in C1CCOC1 (THF). Reaction conditions: time 23 hour. Yields the product N([C@@H](CC=1C(=CC(=CC1)O)F)C(=O)N([C@@H](C(C)C)C(=O)N([C@@H](CC1=CC(=C(C=C1)O)C(C)(C)C)C(=O)N)C)C)C(=O)OC(C)(C)C (Boc-Tyr(2-F)-N-Me-Val-N-Me-Tyr(3-tBu)-NH2). Isolated yield 15.4%. As a reaction SMILES: [NH:1]([C:15]([O:17][C:18]([CH3:21])([CH3:20])[CH3:19])=[O:16])[C@H:2]([C:12]([OH:14])=O)[CH2:3][C:4]1[C:5]([F:11])=[CH:6][C:7]([OH:10])=[CH:8][CH:9]=1.[NH:22]([CH3:47])[C@H:23]([C:27]([N:29]([CH3:46])[C@H:30]([C:43]([NH2:45])=[O:44])[CH2:31][C:32]1[CH:37]=[CH:36][C:35]([OH:38])=[C:34]([C:39]([CH3:42])([CH3:41])[CH3:40])[CH:33]=1)=[O:28])[CH:24]([CH3:26])[CH3:25].O>C1COCC1>[NH:1]([C:15]([O:17][C:18]([CH3:21])([CH3:20])[CH3:19])=[O:16])[C@H:2]([C:12]([N:22]([CH3:47])[C@H:23]([C:27]([N:29]([CH3:46])[C@H:30]([C:43]([NH2:45])=[O:44])[CH2:31][C:32]1[CH:37]=[CH:36][C:35]([OH:38])=[C:34]([C:39]([CH3:42])([CH3:40])[CH3:41])[CH:33]=1)=[O:28])[CH:24]([CH3:26])[CH3:25])=[O:14])[CH2:3][C:4]1[C:5]([F:11])=[CH:6][C:7]([OH:10])=[CH:8][CH:9]=1. Procedure details: To a solution of the above crude Boc-Tyr(2-F)-OH (0.82 g), N-Me-Val-N-Me-Tyr(3-tBu)-NH2 (0.77 g, 2.11 mmol) and CMPI (0.81 g, 3.17 mmol) in THF (5 ml), TEA (1.18 ml, 8.44 mmol) was added under cooling with ice and stirred at room temperature for 23 hours. The reaction mixture was mixed with water, and extracted with ethyl acetate. The organic layer was washed with saturated brine, dried over anhydrous magnesium sulfate and evaporated to remove the solvent under reduced pressure; the thus obtaine... Starting materials: BrC1=C(C=NC=C1)N(C(C1=CC(=CC(=C1)C(F)(F)F)C(F)(F)F)=O)C (N-(4-bromo-pyridin-3-yl)-N-methyl-3,5-bis-trifluoromethyl-benzamide), FC1=CC(=C(C=C1)B(O)O)OC (4-fluoro-2-methoxyphenylboronic acid), solid. Run in CN(C)C=O (DMF). Product: FC1=CC(=C(C=C1)C1=C(C=NC=C1)N(C(C1=CC(=CC(=C1)C(F)(F)F)C(F)(F)F)=O)C)OC (N-[4-(4-Fluoro-2-methoxy-phenyl)-pyridin-3-yl]-N-methyl-3,5-bis-trifluoromethyl-benzamide). Reaction SMILES: Br[C:2]1[CH:7]=[CH:6][N:5]=[CH:4][C:3]=1[N:8]([CH3:25])[C:9](=[O:24])[C:10]1[CH:15]=[C:14]([C:16]([F:19])([F:18])[F:17])[CH:13]=[C:12]([C:20]([F:23])([F:22])[F:21])[CH:11]=1.[F:26][C:27]1[CH:32]=[CH:31][C:30](B(O)O)=[C:29]([O:36][CH3:37])[CH:28]=1>CN(C=O)C>[F:26][C:27]1[CH:32]=[CH:31][C:30]([C:2]2[CH:7]=[CH:6][N:5]=[CH:4][C:3]=2[N:8]([CH3:25])[C:9](=[O:24])[C:10]2[CH:15]=[C:14]([C:16]([F:19])([F:18])[F:17])[CH:13]=[C:12]([C:20]([F:23])([F:22])[F:21])[CH:11]=2)=[C:29]([O:36][CH3:37])[CH:28]=1. Procedure details: The title compound was prepared in analogy to example 25, from N-(4-bromo-pyridin-3-yl)-N-methyl-3,5-bis-trifluoromethyl-benzamide (example 25, intermediate a) and 4-fluoro-2-methoxyphenylboronic acid (CAS RN 179899-07-1) and using DMF as reaction solvent. Off-white solid (38%). MS (ESI): m/z=473.4 [M+H]+. Product: COc1ccc(F)c(F)c1C(=O)c1cnc(NC2CNC2)nc1N. RXN SMILES: [C:1]([O:2][C:3](=[O:4])[N:8]1[CH2:9][CH:10]([NH:12][c:13]2[n:14][cH:15][c:16]([C:20]([c:21]3[c:22]([F:30])[c:23]([F:29])[cH:24][cH:25][c:26]3[O:27][CH3:28])=[O:31])[c:17]([NH2:19])[n:18]2)[CH2:11]1)([CH3:5])([CH3:6])[CH3:7].[CH2:32]([Cl:33])[Cl:34].[OH:35][C:36]([C:37]([F:38])([F:39])[F:40])=[O:41]>>[NH:8]1[CH2:9][CH:10]([NH:12][c:13]2[n:14][cH:15][c:16]([C:20]([c:21]3[c:22]([F:30])[c:23]([F:29])[cH:24][cH:25][c:26]3[O:27][CH3:28])=[O:31])[c:17]([NH2:19])[n:18]2)[CH2:11]1. Starting materials: COc1ccc(F)c(F)c1C(=O)c1cnc(NC2CN(C(=O)OC(C)(C)C)C2)nc1N, ClCCl, O=C(O)C(F)(F)F. Starting materials: Cl, O=C(O)Cc1ccc(C(F)(F)F)cc1, Cc1nc2cccc(CN)c2c(=O)n1C1CCC(=O)NC1=O, CN(C)C=O. Yields the product Cc1nc2cccc(CNC(=O)Cc3ccc(C(F)(F)F)cc3)c2c(=O)n1C1CCC(=O)NC1=O. As a reaction SMILES: [ClH:15].[F:1][C:2]([c:3]1[cH:4][cH:5][c:6]([CH2:9][C:10](=[O:11])[OH:12])[cH:7][cH:8]1)([F:13])[F:14].[NH2:16][CH2:17][c:18]1[c:19]2[c:20](=[O:37])[n:21]([CH:29]3[C:30](=[O:36])[NH:31][C:32](=[O:35])[CH2:33][CH2:34]3)[c:22]([CH3:28])[n:23][c:24]2[cH:25][cH:26][cH:27]1.[O:38]=[CH:39][N:40]([CH3:41])[CH3:42]>>[F:1][C:2]([c:3]1[cH:4][cH:5][c:6]([CH2:9][C:10](=[O:12])[NH:16][CH2:17][c:18]2[c:19]3[c:20](=[O:37])[n:21]([CH:29]4[C:30](=[O:36])[NH:31][C:32](=[O:35])[CH2:33][CH2:34]4)[c:22]([CH3:28])[n:23][c:24]3[cH:25][cH:26][cH:27]2)[cH:7][cH:8]1)([F:13])[F:14]. Starting materials: CN(C)C=O, Cc1ccccc1, ClCCCN1CCOCC1, [H-], [Na+], COc1cccc(C=O)c1O. The product is COc1cccc(C=O)c1OCCCN1CCOCC1. Reaction SMILES: [CH3:24][N:25]([CH3:26])[CH:27]=[O:28].[CH3:29][c:30]1[cH:31][cH:32][cH:33][cH:34][cH:35]1.[Cl:14][CH2:15][CH2:16][CH2:17][N:18]1[CH2:19][CH2:20][O:21][CH2:22][CH2:23]1.[H-:12].[Na+:13].[O:1]=[CH:2][c:3]1[c:4]([OH:5])[c:6]([O:7][CH3:8])[cH:9][cH:10][cH:11]1>>[O:1]=[CH:2][c:3]1[c:4]([O:5][CH2:15][CH2:16][CH2:17][N:18]2[CH2:19][CH2:20][O:21][CH2:22][CH2:23]2)[c:6]([O:7][CH3:8])[cH:9][cH:10][cH:11]1.